Dataset: the Open Reaction Database (ORD), a public repository of structured organic reaction records. Task: describe an organic reaction: reactants, conditions, products, and yield Reactants: N1=C(NC2=C1C=CC=C2)NCCCCNC(=O)OC(C)(C)C (4-(benzimidazol-2-ylamino)-1-(tert-butyloxycarbonylamino)butane). Solvent: FC(C(=O)O)(F)F (trifluoroacetic acid). Run at temperature 0 celsius, time 2 hour. Yields the product N1=C(NC2=C1C=CC=C2)NCCCCN (4-(Benzimidazol-2-ylamino)-1-aminobutane). Isolated yield 100.0%. Reaction SMILES: [N:1]1[C:5]2[CH:6]=[CH:7][CH:8]=[CH:9][C:4]=2[NH:3][C:2]=1[NH:10][CH2:11][CH2:12][CH2:13][CH2:14][NH:15]C(OC(C)(C)C)=O>FC(F)(F)C(O)=O>[N:1]1[C:5]2[CH:6]=[CH:7][CH:8]=[CH:9][C:4]=2[NH:3][C:2]=1[NH:10][CH2:11][CH2:12][CH2:13][CH2:14][NH2:15]. Procedure details: 198 mg (0.65 mmol) of 4-(benzimidazol-2-ylamino)-1-(tert-butyloxycarbonylamino)butane (Example 23c) were dissolved in 20 ml of 95% strength trifluoroacetic acid at 0° C. and stirred at 0° C. for 2 h, then concentrated at RT during the course of 30 min. The residue was coevaporated three times with toluene, then stirred with ether and washed with pentane and dried in vacuo. Yield: 100%. MS (ES+): m/e=205.2 ( (M+H)+, 100%). Reactants: O (water), ClC1=C(CC2=CC=C(C=C2)O)C=CC(=C1)Cl (4-(2,4-dichlorobenzyl)-phenol), BrC(C(=O)N)C (α-bromopropionic acid amide), C([O-])([O-])=O.[K+].[K+] (potassium carbonate). Run in CN(C=O)C (dimethyl formamide). Yields the product ClC1=C(CC2=CC=C(OC(C(=O)N)C)C=C2)C=CC(=C1)Cl (2-[p-(2,4-dichlorobenzyl)-phenoxi]-propionic acid amide). As a reaction SMILES: [Cl:1][C:2]1[CH:15]=[C:14]([Cl:16])[CH:13]=[CH:12][C:3]=1[CH2:4][C:5]1[CH:10]=[CH:9][C:8]([OH:11])=[CH:7][CH:6]=1.Br[CH:18]([CH3:22])[C:19]([NH2:21])=[O:20].C(=O)([O-])[O-].[K+].[K+].O>CN(C)C=O>[Cl:1][C:2]1[CH:15]=[C:14]([Cl:16])[CH:13]=[CH:12][C:3]=1[CH2:4][C:5]1[CH:6]=[CH:7][C:8]([O:11][CH:18]([CH3:22])[C:19]([NH2:21])=[O:20])=[CH:9][CH:10]=1 |f:2.3.4|. Procedure: A solution of 25.3 g of 4-(2,4-dichlorobenzyl)-phenol and 15.2 g of α-bromopropionic acid amide in 100 ml of dimethyl formamide was stirred for 2 hours at 100° C together with 16 g of potassium carbonate. After cooling, the reaction mixture was poured into 1 liter of water. A viscous oil precipitated which was absorbed in methylene chloride and washed with water. After drying over sodium sulfate, the solvent was distilled off under reduced pressure. The remaining colorless crystals were recrysta... Yield: 24.5%. Reaction SMILES: [OH:1][C@@H:2]([CH2:22][CH2:23][CH2:24][CH2:25][CH3:26])[CH2:3][CH2:4][C@@H:5]([O:14][CH2:15][CH:16]1[CH2:20][CH2:19][C:18](=[O:21])[NH:17]1)[C:6]1[S:10][C:9]([C:11](O)=[O:12])=[CH:8][CH:7]=1.Cl.CN(C)CCCN=C=NCC.[CH3:39][S:40]([NH2:43])(=[O:42])=[O:41]>CN(C)C1C=CN=CC=1.CN(C=O)C.CCOC(C)=O>[OH:1][C@@H:2]([CH2:22][CH2:23][CH2:24][CH2:25][CH3:26])[CH2:3][CH2:4][C@@H:5]([O:14][CH2:15][CH:16]1[CH2:20][CH2:19][C:18](=[O:21])[NH:17]1)[C:6]1[S:10][C:9]([C:11]([NH:43][S:40]([CH3:39])(=[O:42])=[O:41])=[O:12])=[CH:8][CH:7]=1 |f:1.2|. The solvent is CN(C)C=O (DMF), CCOC(=O)C (EtOAc). Procedure details: Acid 6 (12 mg, 0.031 mmol), 1-(3-dimethylaminopropyl)-3-ethylcarbodiimide hydrochloride (EDCI, 8.4 mg, 0.044 mmol), 4-dimethylaminopyridine (DMAP, 4.6 mg, 0.038 mmol) and methanesulfonamide (9 mg, 0.095 mmol) were dissolved in DMF (0.2 mL) and the resulting solution was stirred at room temperature under an atmosphere of nitrogen. After 15 h the solution was diluted with EtOAc (20 mL) and washed with 1N aqueous HCl (3×5 mL) and brine (5 mL), then dried (Na2SO4), filtered and concentrated in vacuo... Reactants: O[C@H](CC[C@H](C1=CC=C(S1)C(=O)O)OCC1NC(CC1)=O)CCCCC (5-[(R)-1-((S)-3-Hydroxyoctyl)-5-oxopyrrolidin-2-ylmethoxymethyl]-thiophene-2-carboxylic acid), Cl.CN(CCCN=C=NCC)C (1-(3-dimethylaminopropyl)-3-ethylcarbodiimide hydrochloride), CS(=O)(=O)N (methanesulfonamide). The reagents and catalysts are CN(C1=CC=NC=C1)C (4-dimethylaminopyridine). Yields the product O[C@H](CC[C@H](C1=CC=C(S1)C(=O)NS(=O)(=O)C)OCC1NC(CC1)=O)CCCCC (N-{5-[(R)-1-((S)-3-Hydroxy-octyl)-5-oxopyrrolidin-2-ylmethoxymethyl]-thiophene-2-carbonyl}-methanesulfonamide).